Dataset: the Open Reaction Database (ORD), a public repository of structured organic reaction records. Task: describe an organic reaction: reactants, conditions, products, and yield Reactants: ClC1=C(C=C(C=C1)\C=C\[N+](=O)[O-])F (1-chloro-2-fluoro-4-((E)-2-nitro-vinyl)-benzene), COCN(C[Si](C)(C)C)CC1=CC=CC=C1 (N-(methoxymethyl)-N-(phenylmethyl)-N-(trimethylsilyl)methylamine), FC(C(=O)O)(F)F (trifluoroacetic acid). Run in C(Cl)Cl (CH2Cl2), C(Cl)Cl (CH2Cl2). Reaction conditions: temperature 25 celsius, time 30 minute. Product: C(C1=CC=CC=C1)N1CC(C(C1)[N+](=O)[O-])C1=CC(=C(C=C1)Cl)F ((3SR,4RS)-1-Benzyl-3-(4-chloro-3-fluoro-phenyl)-4-nitro-pyrrolidine). Yield: 69.1%. As a reaction SMILES: CO[CH2:3][N:4]([CH2:10][C:11]1[CH:16]=[CH:15][CH:14]=[CH:13][CH:12]=1)[CH2:5][Si](C)(C)C.[Cl:17][C:18]1[CH:23]=[CH:22][C:21](/[CH:24]=[CH:25]/[N+:26]([O-:28])=[O:27])=[CH:20][C:19]=1[F:29].FC(F)(F)C(O)=O>C(Cl)Cl>[CH2:10]([N:4]1[CH2:5][CH:25]([N+:26]([O-:28])=[O:27])[CH:24]([C:21]2[CH:22]=[CH:23][C:18]([Cl:17])=[C:19]([F:29])[CH:20]=2)[CH2:3]1)[C:11]1[CH:16]=[CH:15][CH:14]=[CH:13][CH:12]=1. Procedure details: A solution of N-(methoxymethyl)-N-(phenylmethyl)-N-(trimethylsilyl)methylamine (1.00 g, 4.2 mmol) in CH2Cl2 (5 ml) was added drop wise, over a 30 minutes period, to a stirred solution of 1-chloro-2-fluoro-4-((E)-2-nitro-vinyl)-benzene (0.68 g, 3.37 mmol) and trifluoroacetic acid (30 ul) in CH2Cl2 (5 ml) at 0° C. The ice bath was removed, and the solution was stirred at 25° C. for an additional 48 h. It was then concentrated and purification by flash chromatography (SiO2, EtOAc/H 1:4) afforded 0.... The reactants are CC#N, CCOC(C)=O, CC(=O)c1ccc[nH]1, O=C=NS(=O)(=O)Cl, CN(C)C=O. Product: CC(=O)c1cc(C#N)c[nH]1. Reaction SMILES: [CH3:21][C:22]#[N:23].[CH3:24][CH2:25][O:26][C:27](=[O:28])[CH3:29].[CH3:8][C:9](=[O:10])[c:11]1[cH:12][cH:13][cH:14][nH:15]1.[Cl:1][S:2](=[O:4])([N:5]=[C:6]=[O:3])=[O:7].[O:16]=[CH:17][N:18]([CH3:19])[CH3:20]>>[N:5]#[C:6][c:13]1[cH:12][c:11]([C:9]([CH3:8])=[O:10])[nH:15][cH:14]1. Reported procedure: The titled compound was prepared as described in the process (5-2) using the compound from the process (10-3). Reaction SMILES: [CH2:1]([O:3][C:4](=[O:28])[CH:5]=[CH:6][C:7]1[CH:12]=[CH:11][C:10]([CH2:13]NC(=O)C2C=CC(N3CCCC3)=CC=2)=[CH:9][CH:8]=1)[CH3:2].[C:29]1([S:35](CC2C=CC(CO)=CC=2)(=[O:37])=[O:36])[CH:34]=[CH:33][CH:32]=[CH:31][CH:30]=1>>[CH2:1]([O:3][C:4](=[O:28])[CH:5]=[CH:6][C:7]1[CH:8]=[CH:9][C:10]([CH2:13][S:35]([C:29]2[CH:34]=[CH:33][CH:32]=[CH:31][CH:30]=2)(=[O:37])=[O:36])=[CH:11][CH:12]=1)[CH3:2]. Yields the product C(C)OC(C=CC1=CC=C(C=C1)CS(=O)(=O)C1=CC=CC=C1)=O (3-[4-(Benzenesulfonylmethyl)phenyl]acrylic acid ethyl ester). The reactants are C(C)OC(C=CC1=CC=C(C=C1)CNC(C1=CC=C(C=C1)N1CCCC1)=O)=O (3-{4-[(4-Pyrrolidin-1-ylbenzoylamino)methyl]phenyl}acrylic acid ethyl ester), C1(=CC=CC=C1)S(=O)(=O)CC1=CC=C(C=C1)CO ([4-(Benzenesulfonylmethyl)phenyl]methanol). Isolated yield 82.0%. The reactants are BrC1=C2C=C(C(=C(C2=CC=C1)C1=CC=C(C=C1)Cl)C(C(=O)OCC)OC(C)(C)C)C (ethyl 2-(5-bromo-1-(4-chlorophenyl)-3-methylnaphthalen-2-yl)-2-tert-butoxyacetate), CB1OB(OB(O1)C)C (2,4,6-trimethyl-1,3,5,2,4,6-trioxatriborinane), C([O-])([O-])=O.[K+].[K+] (potassium carbonate). Reagents/catalysts: C1=CC=C(C=C1)P([C-]2C=CC=C2)C3=CC=CC=C3.C1=CC=C(C=C1)P([C-]2C=CC=C2)C3=CC=CC=C3.Cl[Pd]Cl.[Fe+2] (PdCl2(dppf)). The solvent is C1(=CC=CC=C1)C.C(C)O (toluene ethanol), O (water). Run at temperature 100 celsius. Product: C(C)(C)(C)OC(C(=O)OCC)C1=C(C2=CC=CC(=C2C=C1C)C)C1=CC=C(C=C1)Cl (ethyl 2-tert-butoxy-2-(1-(4-chlorophenyl)-3,5-dimethylnaphthalen-2-yl)acetate). Isolated yield 36.9%. RXN SMILES: Br[C:2]1[CH:11]=[CH:10][CH:9]=[C:8]2[C:3]=1[CH:4]=[C:5]([CH3:30])[C:6]([CH:19]([O:25][C:26]([CH3:29])([CH3:28])[CH3:27])[C:20]([O:22][CH2:23][CH3:24])=[O:21])=[C:7]2[C:12]1[CH:17]=[CH:16][C:15]([Cl:18])=[CH:14][CH:13]=1.[CH3:31]B1OB(C)OB(C)O1.C(=O)([O-])[O-].[K+].[K+]>C1(C)C=CC=CC=1.C(O)C.O.C1C=CC(P(C2C=CC=CC=2)[C-]2C=CC=C2)=CC=1.C1C=CC(P(C2C=CC=CC=2)[C-]2C=CC=C2)=CC=1.Cl[Pd]Cl.[Fe+2]>[C:26]([O:25][CH:19]([C:6]1[C:5]([CH3:30])=[CH:4][C:3]2[C:8](=[CH:9][CH:10]=[CH:11][C:2]=2[CH3:31])[C:7]=1[C:12]1[CH:13]=[CH:14][C:15]([Cl:18])=[CH:16][CH:17]=1)[C:20]([O:22][CH2:23][CH3:24])=[O:21])([CH3:28])([CH3:27])[CH3:29] |f:2.3.4,5.6,8.9.10.11|. Procedure: To a solution of ethyl 2-(5-bromo-1-(4-chlorophenyl)-3-methylnaphthalen-2-yl)-2-tert-butoxyacetate (100 mg, 0.204 mmol) and 2,4,6-trimethyl-1,3,5,2,4,6-trioxatriborinane (0.086 mL, 0.61 mmol) in toluene:ethanol (2:1, 3 mL) and water (1 mL) was added potassium carbonate (282 mg, 2.04 mmol) and PdCl2(dppf) (15 mg, 0.02 mmol) and the reaction was degassed with argon for 10 minutes. The reaction was heated to 100° C. for 20 minutes in a microwave reactor. The crude reaction was purified by flash col... Starting materials: OCCS (2-hydroxyethylmercaptan), [H-].[Na+] (sodium hydride), C(C=C)C1C(C=CC1(C)O)=O (2-allyl-3-hydroxy-3-methyl-4-cyclopentenone). Run in O1CCCC1 (tetrahydrofuran). Run at time 1 hour. Yields the product C(C=C)C=1C(CC(C1C)SCCO)=O (2-allyl-3-methyl-4-(2'-hydroxyethylthio)-2-cyclopentenone). Isolated yield 96.2%. Reaction SMILES: [OH:1][CH2:2][CH2:3][SH:4].[H-].[Na+].[CH2:7]([CH:10]1[C:14](O)([CH3:15])[CH:13]=[CH:12][C:11]1=[O:17])[CH:8]=[CH2:9]>O1CCCC1>[CH2:7]([C:10]1[C:11](=[O:17])[CH2:12][CH:13]([S:4][CH2:3][CH2:2][OH:1])[C:14]=1[CH3:15])[CH:8]=[CH2:9] |f:1.2|. Procedure details: Into the same flask as used in Example 1, 2-hydroxyethylmercaptan (35 g) and tetrahydrofuran (10 g) were charged, and sodium hydride (0.6 g) was added thereto at a temperature of 10° to 20° C. At the same temperature, the reaction mixture was stirred for 1 hour. Thereafter, 2-allyl-3-hydroxy-3-methyl-4-cyclopentenone (15.2 g) was dropwise added thereto at a temperature of 15° to 30° C. for 1 hour, followed by stirring at the same temperature for 2 hours and at a temperature of 40° to 70° C. for ...